Dataset: the Open Reaction Database (ORD), a public repository of structured organic reaction records. Task: describe an organic reaction: reactants, conditions, products, and yield Reactants: compound C, C1(=CC=CC=C1)NN (phenylhydrazine), COC=1C=C(C=CC1OC)C1=NN(C([C@H]2CCCC[C@@H]12)=O)CCO ((cis)-4-(3,4-Dimethoxyphenyl)-2-(2-hydroxy-1-ethyl)-4a,5,6,7,8,8a-hexahydro-2H-phthalazin-1-one). The product is COC=1C=C(C=CC1OC)C1=NN(C([C@H]2CC=CC[C@@H]12)=O)C1=CC=CC=C1 ((cis)-4-(3,4-Dimethoxyphenyl)-2-phenyl-4a,5,8,8a-tetrahydro-2H-phthalazin-1-one). As a reaction SMILES: [C:1]1([NH:7][NH2:8])[CH:6]=[CH:5][CH:4]=[CH:3][CH:2]=1.[CH3:9][O:10][C:11]1[CH:12]=[C:13]([C:19]2[C@H:28]3[C@H:23]([CH2:24][CH2:25][CH2:26][CH2:27]3)[C:22](=[O:29])N(CCO)N=2)[CH:14]=[CH:15][C:16]=1[O:17][CH3:18]>>[CH3:9][O:10][C:11]1[CH:12]=[C:13]([C:19]2[C@H:28]3[C@H:23]([CH2:24][CH:25]=[CH:26][CH2:27]3)[C:22](=[O:29])[N:7]([C:1]3[CH:6]=[CH:5][CH:4]=[CH:3][CH:2]=3)[N:8]=2)[CH:14]=[CH:15][C:16]=1[O:17][CH3:18]. Reported procedure: Prepared from compound C (see starting compounds) and phenylhydrazine as described for compound 35. Crystallized from diethyl ether. M.p. 134°-135° C. Starting materials: O=C([O-])[O-], Cl, [Cs+], [Cs+], O=C(O)c1cc(F)ccc1[N+](=O)[O-], Oc1ccc(F)cc1F, CN(C)C=O. The product is O=C(O)c1cc(Oc2ccc(F)cc2F)ccc1[N+](=O)[O-]. RXN SMILES: [C:23](=[O:24])([O-:25])[O-:26].[ClH:29].[Cs+:27].[Cs+:28].[F:10][c:11]1[cH:12][cH:13][c:14]([N+:20](=[O:21])[O-:22])[c:15]([C:16](=[O:17])[OH:18])[cH:19]1.[F:1][c:2]1[c:3]([OH:9])[cH:4][cH:5][c:6]([F:8])[cH:7]1.[O:30]=[CH:31][N:32]([CH3:33])[CH3:34]>>[F:1][c:2]1[c:3]([O:9][c:11]2[cH:12][cH:13][c:14]([N+:20](=[O:21])[O-:22])[c:15]([C:16](=[O:17])[OH:18])[cH:19]2)[cH:4][cH:5][c:6]([F:8])[cH:7]1. Reactants: COC(=O)c1nc(N(C)C)ccc1Oc1nc(OC)cc(OC)n1, CO, [K+], [OH-], O. The product is COc1cc(OC)nc(Oc2ccc(N(C)C)nc2C(=O)[O-])n1, [K+]. As a reaction SMILES: [CH3:1][O:2][c:3]1[n:4][c:5]([O:11][c:12]2[c:13]([C:21](=[O:22])[O:23][CH3:24])[n:14][c:15]([N:18]([CH3:19])[CH3:20])[cH:16][cH:17]2)[n:6][c:7]([O:9][CH3:10])[cH:8]1.[CH3:28][OH:29].[K+:26].[OH-:25].[OH2:27]>>[CH3:1][O:2][c:3]1[n:4][c:5]([O:11][c:12]2[c:13]([C:21](=[O:22])[O-:23])[n:14][c:15]([N:18]([CH3:19])[CH3:20])[cH:16][cH:17]2)[n:6][c:7]([O:9][CH3:10])[cH:8]1.[K+:26]. The reactants are C1(CCCCC1)CCC[C@H](CC(=O)NO)C1=NC(=NO1)C=1C=C(C(=O)OCC)C=CN1 (ETHYL 2-(5-{(1R)-4-CYCLOHEXYL-1-[2-(HYDROXYAMINO)-2-OXOETHYL]BUTYL}-1,2,4-OXADIAZOL-3-YL)ISONICOTINATE), [OH-].[Li+] (lithium hydroxide). Procedure details: To a solution of the title compound of Example 24 (0.44 g, 1.0 mmol) in methanol (20 mL) was added a solution of lithium hydroxide (0.09 g, 2.0 mmol) in water (7 mL) and the reaction was stirred at room temperature for 2 hours. The solvent was removed in vacuo, and the residue was diluted with water (20 mL) and dichloromethane (20 mL). The layers were separated, the organic layer was discarded and the aqueous layer was acidified to pH 4 with 2M aqueous hydrochloric acid and then extracted with d... Run in CO (methanol), O (water). Yield: 9.9%. Conditions: time 2 hour. Product: C1(CCCCC1)CCC[C@H](CC(=O)NO)C1=NC(=NO1)C=1C=C(C(=O)O)C=CN1 (2-(5-{(1R)-4-CYCLOHEXYL-1-[2-(HYDROXYAMINO)-2-OXOETHYL]BUTYL}-1,2,4-OXADIAZOL-3-YL)ISONICOTINIC ACID). Reaction SMILES: [CH:1]1([CH2:7][CH2:8][CH2:9][C@@H:10]([C:16]2[O:20][N:19]=[C:18]([C:21]3[CH:22]=[C:23]([CH:29]=[CH:30][N:31]=3)[C:24]([O:26]CC)=[O:25])[N:17]=2)[CH2:11][C:12]([NH:14][OH:15])=[O:13])[CH2:6][CH2:5][CH2:4][CH2:3][CH2:2]1.[OH-].[Li+]>CO.O>[CH:1]1([CH2:7][CH2:8][CH2:9][C@@H:10]([C:16]2[O:20][N:19]=[C:18]([C:21]3[CH:22]=[C:23]([CH:29]=[CH:30][N:31]=3)[C:24]([OH:26])=[O:25])[N:17]=2)[CH2:11][C:12]([NH:14][OH:15])=[O:13])[CH2:6][CH2:5][CH2:4][CH2:3][CH2:2]1 |f:1.2|. Starting materials: S1C=NC(=C1)C(C(=O)OCC)C (Ethyl 2-(1,3-thiazol-4-yl)propanoate), [OH-].[Na+] (NaOH), O (water). Solvent: CO (methanol), CO (methanol). Run at time 2 hour. Yields the product S1C=NC(=C1)C(C(=O)O)C (2-(1,3-Thiazol-4-yl)propanoic acid). The yield is 94.2%. Reaction SMILES: [S:1]1[CH:5]=[C:4]([CH:6]([CH3:12])[C:7]([O:9]CC)=[O:8])[N:3]=[CH:2]1.[OH-].[Na+].O>CO>[S:1]1[CH:5]=[C:4]([CH:6]([CH3:12])[C:7]([OH:9])=[O:8])[N:3]=[CH:2]1 |f:1.2|. Reported procedure: A solution of 5.0 g (27 mmol) of ethyl 2-(1,3-thiazol-4-yl)propanoate from step A above in 25 mL of methanol was added dropwise to a mixture of 6.6 mL (33 mmol) of a 5 N aqueous NaOH solution, water (16 ml) and methanol (30 ml). After addition was complete the mixture was stirred for 2 h. The methanol was removed by evaporation and the pH of the remaining aqueous was adjusted to ˜2.5 with a concentrated hydrogen chloride solution. The mixture was saturated with solid sodium chloride and extracte... Starting materials: FC1=CC=C(CN(C(=O)[C@@]2([C@@H](C2)\C=C\CN2CCC(CC2)(C2=CC=CC=C2)NC(C)=O)C2=CC(=C(C=C2)Cl)Cl)C)C=C1 ((1S,2S)-2-[(E)-3-(4-Acetylamino-4-phenyl-piperidin-1-yl)-propenyl]-1-(3,4-dichloro-phenyl)-cyclopropanecarboxylic acid (4-fluoro-benzyl)-methyl-amide). The reagents and catalysts are C1CCC(CC1)P(C2CCCCC2)C3CCCCC3.C1/C=C\CC/C=C\C1.C1=CC=NC=C1.F[P-](F)(F)(F)(F)F.[Ir] (Crabtree's catalyst). The solvent is ClCCl (dichloromethane). Reaction conditions: time 3 hour. Product: FC1=CC=C(CN(C(=O)[C@@]2([C@@H](C2)CCCN2CCC(CC2)(C2=CC=CC=C2)NC(C)=O)C2=CC(=C(C=C2)Cl)Cl)C)C=C1 ((1S,2R)-2-[3-(4-Acetylamino-4-phenyl-piperidin-1-yl)-propyl]-1-(3,4-dichlorophenyl)-cyclopropanecarboxylic acid (4-fluoro-benzyl)-methyl-amide). Reaction SMILES: [F:1][C:2]1[CH:42]=[CH:41][C:5]([CH2:6][N:7]([CH3:40])[C:8]([C@@:10]2([C:32]3[CH:37]=[CH:36][C:35]([Cl:38])=[C:34]([Cl:39])[CH:33]=3)[CH2:12][C@H:11]2/[CH:13]=[CH:14]/[CH2:15][N:16]2[CH2:21][CH2:20][C:19]([NH:28][C:29](=[O:31])[CH3:30])([C:22]3[CH:27]=[CH:26][CH:25]=[CH:24][CH:23]=3)[CH2:18][CH2:17]2)=[O:9])=[CH:4][CH:3]=1>ClCCl.C1CCC(P(C2CCCCC2)C2CCCCC2)CC1.C1CC=CCCC=C1.C1C=CN=CC=1.F[P-](F)(F)(F)(F)F.[Ir]>[F:1][C:2]1[CH:42]=[CH:41][C:5]([CH2:6][N:7]([CH3:40])[C:8]([C@@:10]2([C:32]3[CH:37]=[CH:36][C:35]([Cl:38])=[C:34]([Cl:39])[CH:33]=3)[CH2:12][C@H:11]2[CH2:13][CH2:14][CH2:15][N:16]2[CH2:17][CH2:18][C:19]([NH:28][C:29](=[O:31])[CH3:30])([C:22]3[CH:27]=[CH:26][CH:25]=[CH:24][CH:23]=3)[CH2:20][CH2:21]2)=[O:9])=[CH:4][CH:3]=1 |f:2.3.4.5.6|. Reported procedure: (1S,2S)-2-[(E)-3-(4-Acetylamino-4-phenyl-piperidin-1-yl)-propenyl]-1-(3,4-dichloro-phenyl)-cyclopropanecarboxylic acid (4-fluoro-benzyl)-methyl-amide (65 mg, 0.11 mmol) is dissolved in dichloromethane (10 ml). N2 is bubbled through the solution for 15 minutes before adding Crabtree's catalyst (17.7 mg, 0.022 mmol, [(1,5-cyclooctadiene)(pyridine)(tricyclohexylphosphine)iridium(I) hexafluorophosphate]). The reaction mixture is hydrogenated at a Parr apparatus (ambient temperature, 3 atm. H2) for 3...